This data is from the Open Reaction Database (ORD), a public repository of structured organic reaction records. The task is: describe an organic reaction: reactants, conditions, products, and yield Starting materials: [BH4-], C=CCC1(C(C)C)CCN(C(C)c2ccc(-c3ccc(F)cc3F)cc2)C(=O)O1, ClCCl, [Na+], O=[O+][O-]. The product is CC(c1ccc(-c2ccc(F)cc2F)cc1)N1CCC(CCO)(C(C)C)OC1=O. Reaction SMILES: [BH4-:33].[CH2:1]([CH:2]=[CH2:3])[C:4]1([CH:27]([CH3:28])[CH3:29])[CH2:5][CH2:6][N:7]([CH:11]([CH3:12])[c:13]2[cH:14][cH:15][c:16](-[c:19]3[c:20]([F:26])[cH:21][c:22]([F:25])[cH:23][cH:24]3)[cH:17][cH:18]2)[C:8](=[O:10])[O:9]1.[Cl:35][CH2:36][Cl:37].[Na+:34].[O-:30][O+:31]=[O:32]>>[CH2:1]([CH2:2][OH:30])[C:4]1([CH:27]([CH3:28])[CH3:29])[CH2:5][CH2:6][N:7]([CH:11]([CH3:12])[c:13]2[cH:14][cH:15][c:16](-[c:19]3[c:20]([F:26])[cH:21][c:22]([F:25])[cH:23][cH:24]3)[cH:17][cH:18]2)[C:8](=[O:10])[O:9]1. The reactants are CCN(C(C)C)C(C)C, C1CCOC1, CCOC(C)=O, CNCCOc1ccc(-c2cc3c(ncn3C)c(C#N)n2)cc1C(F)(F)F, O=C(Cl)CCl. Yields the product CN(CCOc1ccc(-c2cc3c(ncn3C)c(C#N)n2)cc1C(F)(F)F)C(=O)CCl. Reaction SMILES: [CH2:33]([N:34]([CH:35]([CH3:36])[CH3:37])[CH:38]([CH3:39])[CH3:40])[CH3:41].[CH2:42]1[O:43][CH2:44][CH2:45][CH2:46]1.[CH3:47][CH2:48][O:49][C:50](=[O:51])[CH3:52].[CH3:6][n:7]1[cH:8][n:9][c:10]2[c:11]([C:31]#[N:32])[n:12][c:13](-[c:16]3[cH:17][c:18]([C:27]([F:28])([F:29])[F:30])[c:19]([O:22][CH2:23][CH2:24][NH:25][CH3:26])[cH:20][cH:21]3)[cH:14][c:15]12.[Cl:1][CH2:2][C:3](=[O:4])[Cl:5]>>[Cl:1][CH2:2][C:3](=[O:4])[N:25]([CH2:24][CH2:23][O:22][c:19]1[c:18]([C:27]([F:28])([F:29])[F:30])[cH:17][c:16](-[c:13]2[n:12][c:11]([C:31]#[N:32])[c:10]3[n:9][cH:8][n:7]([CH3:6])[c:15]3[cH:14]2)[cH:21][cH:20]1)[CH3:26]. The product is NC1=NNC2=NC(=CC(=C21)C2=CC=CC=C2)N2CCOCC2 (3-amino-6-morpholino-4-phenyl-1H-pyrazolo[3,4-b]pyridine). Reaction conditions: temperature 130 celsius. Run in O (water). As a reaction SMILES: Cl[C:2]1[C:7]([C:8]#[N:9])=[C:6]([C:10]2[CH:15]=[CH:14][CH:13]=[CH:12][CH:11]=2)[CH:5]=[C:4]([N:16]2[CH2:21][CH2:20][O:19][CH2:18][CH2:17]2)[N:3]=1.O.[NH2:23][NH2:24].C(O)CO>O>[NH2:9][C:8]1[C:7]2[C:2](=[N:3][C:4]([N:16]3[CH2:21][CH2:20][O:19][CH2:18][CH2:17]3)=[CH:5][C:6]=2[C:10]2[CH:15]=[CH:14][CH:13]=[CH:12][CH:11]=2)[NH:24][N:23]=1 |f:1.2|. The reactants are ClC1=NC(=CC(=C1C#N)C1=CC=CC=C1)N1CCOCC1 (2-chloro-6-morpholino-4-phenyl-3-cyano-pyridine), O.NN (hydrazine hydrate), C(CO)O (ethylene glycol). Procedure: A mixture consisting of 15.0 gm (0.05 mol) of 2-chloro-6-morpholino-4-phenyl-3-cyano-pyridine (see Example C), 20 ml of 80% hydrazine hydrate and 100 ml of ethylene glycol was heated for 3 hours at 130° C. Thereafter, the resulting solution was poured into about 1 liter of water, whereupon a virtually colorless precipitate formed which was collected by suction filtration, washed with water and then immediately reprecipitated from 700 ml of 0.1 N hydrochloric acid with concentrated ammonia. The r... The reactants are C(C)(C)OC([C@H](NC([C@@H](N)CC(O)=O)=O)CO)=O (α-L-aspartyl-D-serine isopropyl ester), COC([C@@H](NC([C@@](N)(CC(O)=O)C(=O)N1CCCCC1)=O)CC1=CC=CC=C1)=O (2-Piperidinecarbonyl-α-L-aspartyl-L-phenylalanine methyl ester), N-benzyloxycarbonyl-D-proline N-hydroxysuccinimide ester, Example 11 ( C ). Yields the product C(C)(C)OC([C@H](NC([C@@H](NC([C@@H]1NCCC1)=O)CC(O)=O)=O)CO)=O (D-Prolyl-α-L-aspartyl-D-serine isopropyl ester). Reaction SMILES: [CH:1]([O:4][C:5](=[O:18])[C@@H:6]([CH2:16][OH:17])[NH:7][C:8](=[O:15])[C@H:9]([CH2:11][C:12](=[O:14])[OH:13])[NH2:10])([CH3:3])[CH3:2].CO[C:21](=[O:47])[C@H:22]([CH2:40][C:41]1C=CC=CC=1)[NH:23][C:24](=O)[C@](C(N1CCCCC1)=O)(CC(=O)O)N>>[CH:1]([O:4][C:5](=[O:18])[C@@H:6]([CH2:16][OH:17])[NH:7][C:8](=[O:15])[C@H:9]([CH2:11][C:12](=[O:13])[OH:14])[NH:10][C:21](=[O:47])[C@H:22]1[CH2:40][CH2:41][CH2:24][NH:23]1)([CH3:3])[CH3:2]. Procedure: This compound was prepared from 1.7 g α-L-aspartyl-D-serine isopropyl ester and 2.4 g N-benzyloxycarbonyl-D-proline N-hydroxysuccinimide ester in a manner similar to Example 11 (C) and (D). Yield: 1.7 g, m.p.: 230°-233° C. Starting materials: C(C1=CC=CC=C1)(C1=CC=CC=C1)(C1=CC=CC=C1)NC=1SC=C(N1)/C(/C(=O)N[C@H]1[C@@H]2N(C(=C(CS2)CCOC(CCl)=O)C(=S)OCC2=CC=C(C=C2)OC)C1=O)=N/OCC(=O)OC(C1=CC=CC=C1)C1=CC=CC=C1 (p-methoxybenzyl 7β-{α-(2-tritylaminothiazole-4-yl)-α-[(Z)-benzhydryloxycarbonylmethoxyimino]acetamido}-3-(2-chloroacetyloxy)ethylthio-3-cephem-4-carboxylate), NC(=S)N (thiourea), ice water. Run in CN(C(C)=O)C (N,N-dimethylacetamide). Reaction conditions: temperature 20 celsius, time 16 hour. Product: C(C1=CC=CC=C1)(C1=CC=CC=C1)(C1=CC=CC=C1)NC=1SC=C(N1)/C(/C(=O)N[C@H]1[C@@H]2N(C(=C(CS2)CCO)C(=S)OCC2=CC=C(C=C2)OC)C1=O)=N/OCC(=O)OC(C1=CC=CC=C1)C1=CC=CC=C1 (p-methoxybenzyl 7β-{α-(2-tritylaminothiazole-4-yl)-α-[(Z)-benzhydryloxycarbonylmethoxyimino]acetamido}-3-(2-hydroxy)ethylthio-3-cephem-4-carboxylate). The yield is 67.6%. Reaction SMILES: [C:1]([NH:20][C:21]1[S:22][CH:23]=[C:24](/[C:26](=[N:58]/[O:59][CH2:60][C:61]([O:63][CH:64]([C:71]2[CH:76]=[CH:75][CH:74]=[CH:73][CH:72]=2)[C:65]2[CH:70]=[CH:69][CH:68]=[CH:67][CH:66]=2)=[O:62])/[C:27]([NH:29][C@@H:30]2[C:56](=[O:57])[N:32]3[C:33]([C:44]([O:46][CH2:47][C:48]4[CH:53]=[CH:52][C:51]([O:54][CH3:55])=[CH:50][CH:49]=4)=[S:45])=[C:34]([CH2:37][CH2:38][O:39]C(=O)CCl)[CH2:35][S:36][C@H:31]23)=[O:28])[N:25]=1)([C:14]1[CH:19]=[CH:18][CH:17]=[CH:16][CH:15]=1)([C:8]1[CH:13]=[CH:12][CH:11]=[CH:10][CH:9]=1)[C:2]1[CH:7]=[CH:6][CH:5]=[CH:4][CH:3]=1.NC(N)=S>CN(C)C(=O)C>[C:1]([NH:20][C:21]1[S:22][CH:23]=[C:24](/[C:26](=[N:58]/[O:59][CH2:60][C:61]([O:63][CH:64]([C:71]2[CH:72]=[CH:73][CH:74]=[CH:75][CH:76]=2)[C:65]2[CH:70]=[CH:69][CH:68]=[CH:67][CH:66]=2)=[O:62])/[C:27]([NH:29][C@@H:30]2[C:56](=[O:57])[N:32]3[C:33]([C:44]([O:46][CH2:47][C:48]4[CH:49]=[CH:50][C:51]([O:54][CH3:55])=[CH:52][CH:53]=4)=[S:45])=[C:34]([CH2:37][CH2:38][OH:39])[CH2:35][S:36][C@H:31]23)=[O:28])[N:25]=1)([C:14]1[CH:15]=[CH:16][CH:17]=[CH:18][CH:19]=1)([C:2]1[CH:7]=[CH:6][CH:5]=[CH:4][CH:3]=1)[C:8]1[CH:13]=[CH:12][CH:11]=[CH:10][CH:9]=1. Procedure details: (d-1) To a solution of 1.24 g (1.12 mM) of p-methoxybenzyl 7β-{α-(2-tritylaminothiazole-4-yl)-α-[(Z)-benzhydryloxycarbonylmethoxyimino]acetamido}-3-(2-chloroacetyloxy)ethylthio-3-cephem-4-carboxylate, in 7 ml of N,N-dimethylacetamide was added 171 mg (2.24 mM) of thiourea, and the mixture was stirred at 20° C. for 16 hours. Then, the reaction mixture was poured into 20 ml of ice-water and extracted with 30 ml of ethyl acetate, and the extract was washed with a saturated aqueous sodium chloride s... Product: ClC1=C(C=CC(=C1)F)C1=NOC=2C1=NC=CC2C=2C(=NC=NC2)O (5-(3-(2-Chloro-4-fluorophenyl)isoxazolo[4,5-b]pyridin-7-yl)pyrimidin-4-ol), residue. The reactants are ClC1=C(C=CC(=C1)F)C1=NOC=2C1=NC=CC2C=2C=NC=NC2 (3-(2-chloro-4-fluorophenyl)-7-(pyrimidin-5-yl) isoxazolo[4,5-b]pyridine), [OH-].[Na+] (NaOH), C(C)(=O)OO (peroxyacetic acid), S(O)(O)(=O)=O (sulfuric acid). Procedure: To a vial charged with 3-(2-chloro-4-fluorophenyl)-7-(pyrimidin-5-yl) isoxazolo[4,5-b]pyridine (4.8 mg, 0.015 mmol) in acetone (Volume: 100 μl) were added peroxyacetic acid (6.18 μl, 0.029 mmol) and sulfuric acid (1.632 μl, 0.029 mmol). The reaction mixture was refluxed for 75 min, and then allowed to cool to room temperature. The reaction mixture was neutralized with 4 M NaOH and extracted with CH2Cl2 (5×). The organic phases were combined, dried over Na2SO4, filtered, and concentrated to affor... The yield is 99.0%. As a reaction SMILES: [Cl:1][C:2]1[CH:7]=[C:6]([F:8])[CH:5]=[CH:4][C:3]=1[C:9]1[C:13]2=[N:14][CH:15]=[CH:16][C:17]([C:18]3[CH:19]=[N:20][CH:21]=[N:22][CH:23]=3)=[C:12]2[O:11][N:10]=1.C(OO)(=[O:26])C.S(=O)(=O)(O)O.[OH-].[Na+]>CC(C)=O>[Cl:1][C:2]1[CH:7]=[C:6]([F:8])[CH:5]=[CH:4][C:3]=1[C:9]1[C:13]2=[N:14][CH:15]=[CH:16][C:17]([C:18]3[C:23]([OH:26])=[N:22][CH:21]=[N:20][CH:19]=3)=[C:12]2[O:11][N:10]=1 |f:3.4|. The solvent is CC(=O)C (acetone). Starting materials: BrCc1ccccc1, CCOC(C)=O, CCN(C(C)C)C(C)C, NC1CCC(CNc2nc(NCc3ccccc3OC(F)(F)F)ncc2[N+](=O)[O-])CC1, CN(C)C=O. Yields the product O=[N+]([O-])c1cnc(NCc2ccccc2OC(F)(F)F)nc1NCC1CCC(NCc2ccccc2)CC1. RXN SMILES: [Br:32][CH2:33][c:34]1[cH:35][cH:36][cH:37][cH:38][cH:39]1.[CH3:54][CH2:55][O:56][C:57]([CH3:58])=[O:59].[CH:40]([N:41]([CH2:42][CH3:43])[CH:44]([CH3:45])[CH3:46])([CH3:47])[CH3:48].[NH2:1][CH:2]1[CH2:3][CH2:4][CH:5]([CH2:8][NH:9][c:10]2[n:11][c:12]([NH:19][CH2:20][c:21]3[c:22]([O:27][C:28]([F:29])([F:30])[F:31])[cH:23][cH:24][cH:25][cH:26]3)[n:13][cH:14][c:15]2[N+:16](=[O:17])[O-:18])[CH2:6][CH2:7]1.[O:49]=[CH:50][N:51]([CH3:52])[CH3:53]>>[NH:1]([CH:2]1[CH2:3][CH2:4][CH:5]([CH2:8][NH:9][c:10]2[n:11][c:12]([NH:19][CH2:20][c:21]3[c:22]([O:27][C:28]([F:29])([F:30])[F:31])[cH:23][cH:24][cH:25][cH:26]3)[n:13][cH:14][c:15]2[N+:16](=[O:17])[O-:18])[CH2:6][CH2:7]1)[CH2:33][c:34]1[cH:35][cH:36][cH:37][cH:38][cH:39]1.